From a dataset of the Open Reaction Database (ORD), a public repository of structured organic reaction records. describe an organic reaction: reactants, conditions, products, and yield Reactants: CC(C)([O-])C.[K+] (potassium tert-butoxide), C(C)OC1=C(C=C2C=CNC2=C1)O (6-Ethoxy-1H-indol-5-ol), Example 1-5, Example 15-4, ClC1=CC(=NC=C1)NC(C)=O (N-(4-chloropyridin-2-yl)acetamide), O (water). The solvent is CS(=O)C (dimethylsulfoxide), C(C)(=O)OCC (ethyl acetate). Run at temperature 160 celsius, time 4 hour. The product is C(C)OC1=C(C=C2C=CNC2=C1)OC1=CC(=NC=C1)NC(C)=O (N-(4-((6-Ethoxy-1H-indol-5-yl)oxy)pyridin-2-yl)acetamide). The yield is 58.0%. Reaction SMILES: [CH2:1]([O:3][C:4]1[CH:12]=[C:11]2[C:7]([CH:8]=[CH:9][NH:10]2)=[CH:6][C:5]=1[OH:13])[CH3:2].Cl[C:15]1[CH:20]=[CH:19][N:18]=[C:17]([NH:21][C:22](=[O:24])[CH3:23])[CH:16]=1.CC(C)([O-])C.[K+].O>CS(C)=O.C(OCC)(=O)C>[CH2:1]([O:3][C:4]1[CH:12]=[C:11]2[C:7]([CH:8]=[CH:9][NH:10]2)=[CH:6][C:5]=1[O:13][C:15]1[CH:20]=[CH:19][N:18]=[C:17]([NH:21][C:22](=[O:24])[CH3:23])[CH:16]=1)[CH3:2] |f:2.3|. Reported procedure: 6-Ethoxy-1H-indol-5-ol described in Production Example 15-4 (7.0 g, 39.5 mmol) was dissolved in dimethylsulfoxide (40 mL) under nitrogen atmosphere, then N-(4-chloropyridin-2-yl)acetamide described in Production Example 1-5 (8.09 g, 47.4 mmol) and potassium tert-butoxide (4.88 g, 43.5 mmol) were added at room temperature, and the mixture was heated and stirred at 160° C. for 4 hours. The reaction liquid was cooled to room temperature and water and ethyl acetate were added for partition. The aque... Starting materials: ICCC (Iodopropane), OC1=C(OCCCOC=2C=C3CC[C@H](C3=CC2)CC(=O)OCC)C=CC(=C1)C=1SC2=C(N1)CCCC2 (ethyl ((1S)-5-{3-[2-hydroxy-4-(4,5,6,7-tetrahydro-1,3-benzothiazol-2yl)phenoxy]propoxy}-2,3-dihydro-1H-inden-1-yl)acetate), C(=O)([O-])[O-].[Cs+].[Cs+] (Cs2CO3). Reagents/catalysts: O (water). Run in CN(C)C=O (DMF). Run at time 18 hour. The product is C(CC)OC1=C(OCCCOC=2C=C3CC[C@H](C3=CC2)CC(=O)OCC)C=CC(=C1)C=1SC2=C(N1)CCCC2 (ethyl ((1S)-5-{3-[2-propoxy-4-(4,5,6,7-tetrahydro-1,3-benzothiazol-2-yl)phenoxy]propoxy}-2,3-dihydro-1H-inden-1-yl)acetate). Isolated yield 91.2%. As a reaction SMILES: [OH:1][C:2]1[CH:27]=[C:26]([C:28]2[S:29][C:30]3[CH2:36][CH2:35][CH2:34][CH2:33][C:31]=3[N:32]=2)[CH:25]=[CH:24][C:3]=1[O:4][CH2:5][CH2:6][CH2:7][O:8][C:9]1[CH:10]=[C:11]2[C:15](=[CH:16][CH:17]=1)[C@H:14]([CH2:18][C:19]([O:21][CH2:22][CH3:23])=[O:20])[CH2:13][CH2:12]2.C([O-])([O-])=O.[Cs+].[Cs+].I[CH2:44][CH2:45][CH3:46]>CN(C=O)C.O>[CH2:44]([O:1][C:2]1[CH:27]=[C:26]([C:28]2[S:29][C:30]3[CH2:36][CH2:35][CH2:34][CH2:33][C:31]=3[N:32]=2)[CH:25]=[CH:24][C:3]=1[O:4][CH2:5][CH2:6][CH2:7][O:8][C:9]1[CH:10]=[C:11]2[C:15](=[CH:16][CH:17]=1)[C@H:14]([CH2:18][C:19]([O:21][CH2:22][CH3:23])=[O:20])[CH2:13][CH2:12]2)[CH2:45][CH3:46] |f:1.2.3|. Procedure details: Ethyl ((1S)-5-{3-[2-hydroxy-4-(4,5,6,7-tetrahydro-1,3-benzothiazol-2-yl)-phenoxy]-propoxy}-2,3-dihydro-1H-inden-1-yl)acetate (Example 165, 90 mg, 0.177 mmol) was dissolved in DMF (3 mL) after which Cs2CO3 (69.3 mg, 0.213 mmol) and water (3 drops) were added. Iodopropane (0.02 mL, 0.213 mmol) was added to the flask, and the reaction mixture was stirred at room temperature for 18 h. The mixture was then filtered and the filtrate purified by preparative HPLC giving the desired ester as a white soli... Starting materials: solution, FC=1C=C(C=C(C1F)F)B(O)O (3,4,5-trifluorophenylboronic acid), [OH-].[Na+] (sodium hydroxide), [N+](=O)([O-])C1=C(C=CC=C1)Cl (2-nitrochlorobenzene). Reagents/catalysts: [Pd](Cl)Cl (palladium(II) chloride). Run in O1CCCC1 (tetrahydrofuran), COC(C)(C)C (tert-butyl methyl ether). Run at temperature 105 celsius. Product: FC=1C=C(C=C(C1F)F)C1=C(C=CC=C1)[N+](=O)[O-] (3,4,5-trifluoro-2′-nitrobiphenyl). RXN SMILES: [F:1][C:2]1[CH:3]=[C:4](B(O)O)[CH:5]=[C:6]([F:9])[C:7]=1[F:8].[OH-].[Na+].[N+:15]([C:18]1[CH:23]=[CH:22][CH:21]=[CH:20][C:19]=1Cl)([O-:17])=[O:16]>O1CCCC1.COC(C)(C)C.[Pd](Cl)Cl>[F:1][C:2]1[CH:3]=[C:4]([C:19]2[CH:20]=[CH:21][CH:22]=[CH:23][C:18]=2[N+:15]([O-:17])=[O:16])[CH:5]=[C:6]([F:9])[C:7]=1[F:8] |f:1.2|. Procedure details: A well-inertized pressure vessel was initially charged with a mixture of 49.6 g (0.113 mol) of a 40% solution of 3,4,5-trifluorophenylboronic acid in tetrahydrofuran from preliminary stage a) with 121.6 g (0.304 mol) of a 10% sodium hydroxide solution and 19.7 g (0.124 mol) of 2-nitrochlorobenzene. The particular ligand was then added at room temperature, the mixture was stirred and the palladium(II) chloride was finally added. Subsequently, the reaction mixture was heated to 105° C. This establ... Reactants: lactol, lactone ((2R,3R,4R)-3-(benzoyloxy)-4-fluoro-4-methyl-5-oxotetrahydrofuran-2-yl)methyl benzoate, C(C1=CC=CC=C1)(=O)OC[C@H]1OC([C@]([C@@H]1OC(C1=CC=CC=C1)=O)(C)F)=O (((2R,3R,4R)-3-(benzoyloxy)-4-fluoro-4-methyl-5-oxotetrahydrofuran-2-yl)methyl benzoate), C(C)(C)(C)O[AlH-](OC(C)(C)C)OC(C)(C)C.[Li+] (lithium tri-tert-butoxyaluminohydride), lactone, CCOC(=O)C (EtOAc). The solvent is hexanes, C1CCOC1 (THF). Conditions: temperature -30 celsius, time 1 hour. Product: C(C1=CC=CC=C1)(=O)OC[C@H]1O[C@H]([C@]([C@@H]1OC(C1=CC=CC=C1)=O)(C)F)O (((2R,3R,4R,5R)-3-(benzoyloxy)-4-fluoro-5-hydroxy-4-methyltetrahydrofuran-2-yl)methyl benzoate). Reaction SMILES: [C:1]([O:9][CH2:10][C@@H:11]1[C@@H:15]([O:16][C:17](=[O:24])[C:18]2[CH:23]=[CH:22][CH:21]=[CH:20][CH:19]=2)[C@:14]([F:26])([CH3:25])[C:13](=[O:27])[O:12]1)(=[O:8])[C:2]1[CH:7]=[CH:6][CH:5]=[CH:4][CH:3]=1.C(O[AlH-](OC(C)(C)C)OC(C)(C)C)(C)(C)C.[Li+].CCOC(C)=O>C1COCC1>[C:1]([O:9][CH2:10][C@@H:11]1[C@@H:15]([O:16][C:17](=[O:24])[C:18]2[CH:19]=[CH:20][CH:21]=[CH:22][CH:23]=2)[C@:14]([F:26])([CH3:25])[C@H:13]([OH:27])[O:12]1)(=[O:8])[C:2]1[CH:7]=[CH:6][CH:5]=[CH:4][CH:3]=1 |f:1.2|. Procedure: To a 5 L of dry three-neck round-bottomed flask fit with a mechanical stirrer, addition funnel and thermometer was charged the lactone ((2R,3R,4R)-3-(benzoyloxy)-4-fluoro-4-methyl-5-oxotetrahydrofuran-2-yl)methyl benzoate) (1a, 379 g, 1.018 mol). The solid was dissolved in anhydrous THF (1.75 L) and cooled to −30° C. under a nitrogen atmosphere. A solution of lithium tri-tert-butoxyaluminohydride (1.0 M in THF, 1.527 L) was added to the lactone solution while stirring over 1 h and maintaining th... The reactants are [Cl-].[Al+3].[Cl-].[Cl-] (aluminum chloride), ice water, ClC1=CC=C(C=C1)S(=O)(=O)NCC1CC2=CC=CC=C2C1 (2-[(4-chlorophenyl)sulfonylaminomethyl]indan), ClC(Cl)OC (dichloromethylmethylether). The solvent is C(Cl)Cl (methylenechloride), C(Cl)Cl (methylene chloride). Run at temperature -20 celsius, time 1 hour. Yields the product C(=O)C=1C=C2CC(CC2=CC1)CNS(=O)(=O)C1=CC=C(C=C1)Cl (5-formyl-2[(4-chlorophenyl)sulfonylaminomethyl]indan). Yield: 21.4%. RXN SMILES: [Cl-].[Al+3].[Cl-].[Cl-].[Cl:5][C:6]1[CH:11]=[CH:10][C:9]([S:12]([NH:15][CH2:16][CH:17]2[CH2:25][C:24]3[C:19](=[CH:20][CH:21]=[CH:22][CH:23]=3)[CH2:18]2)(=[O:14])=[O:13])=[CH:8][CH:7]=1.Cl[CH:27]([O:29]C)Cl>C(Cl)Cl>[CH:27]([C:21]1[CH:20]=[C:19]2[C:24](=[CH:23][CH:22]=1)[CH2:25][CH:17]([CH2:16][NH:15][S:12]([C:9]1[CH:8]=[CH:7][C:6]([Cl:5])=[CH:11][CH:10]=1)(=[O:14])=[O:13])[CH2:18]2)=[O:29] |f:0.1.2.3|. Procedure details: 5.33 g (40.0 mmol) of anhydrous aluminum chloride was suspended in 20 ml of methylenechloride and added with 1.61 g (5.00 mmol) of 2-[(4-chlorophenyl)sulfonylaminomethyl]indan, followed by cooling at -20° C. 10 ml of methylene chloride containing as dissolved 0.68 ml (7.5 mmol) of dichloromethylmethylether was slowly added dropwise thereto, followed by stirring for 1 hour at the same temperature. The reaction solution was poured into ice-water and stirred for 1 hour. Thereafter, the organic phas... Starting materials: C(C)(C)(C)OC(NCCN(C1CCOCC1)C(CCl)=O)=O (tert-Butyl{2-[(chloroacetyl)(tetrahydro-2H-pyran-4-yl)amino]ethyl}carbamate), [H-].[Na+] (sodium hydride), [Cl-].[NH4+] (ammonium chloride). Run in C1CCOC1 (THF). Conditions: time 8 hour. Yields the product O=C1CN(CCN1C1CCOCC1)C(=O)OC(C)(C)C (tert-butyl 3-oxo-4-(tetrahydro-2H-pyran-4-yl)piperazine-1-carboxylate). The yield is 86.3%. Reaction SMILES: [C:1]([O:5][C:6](=[O:21])[NH:7][CH2:8][CH2:9][N:10]([C:17](=[O:20])[CH2:18]Cl)[CH:11]1[CH2:16][CH2:15][O:14][CH2:13][CH2:12]1)([CH3:4])([CH3:3])[CH3:2].[H-].[Na+].[Cl-].[NH4+]>C1COCC1>[O:20]=[C:17]1[N:10]([CH:11]2[CH2:16][CH2:15][O:14][CH2:13][CH2:12]2)[CH2:9][CH2:8][N:7]([C:6]([O:5][C:1]([CH3:4])([CH3:3])[CH3:2])=[O:21])[CH2:18]1 |f:1.2,3.4|. Procedure: tert-Butyl{2-[(chloroacetyl)(tetrahydro-2H-pyran-4-yl)amino]ethyl}carbamate (6.86 g) was mixed with THF (70 ml), and sodium hydride (55% suspended in oil) (1.4 g) was added thereto at 0° C., followed by stirring at room temperature overnight. To the reaction mixture was added a saturated aqueous ammonium chloride solution at 0° C., followed by extraction with CHCl3. The organic layer was washed with water and saturated brine, and dried over Na2SO4, and the solvent was concentrated under reduced ... The reactants are [H-].[Na+] (NaH), IC (iodomethane), [H-].[Na+] (NaH), C(C1=CC=CC=C1)OC1=CC=C(C=C1)S(=O)(=O)N1C(CCC(C1)O)C(=O)O (1-(4-benzyloxy-benzenesulfonyl)-5-hydroxy-piperidine-2-carboxylic acid), IC (iodomethane), Cl (HCl). Solvent: C1CCOC1.CN1C(CCC1)=O (THF N-methylpyrrolidin-2-one). Reaction conditions: time 10 minute. Yields the product C(C1=CC=CC=C1)OC1=CC=C(C=C1)S(=O)(=O)N1C(CCC(C1)OC)C(=O)O (1-(4-benzyloxy-benzenesulfonyl)-5-methoxy-piperidine-2-carboxylic acid). Isolated yield 73.0%. As a reaction SMILES: [CH2:1]([O:8][C:9]1[CH:14]=[CH:13][C:12]([S:15]([N:18]2[CH2:23][CH:22]([OH:24])[CH2:21][CH2:20][CH:19]2[C:25]([OH:27])=[O:26])(=[O:17])=[O:16])=[CH:11][CH:10]=1)[C:2]1[CH:7]=[CH:6][CH:5]=[CH:4][CH:3]=1.[H-].[Na+].I[CH3:31].Cl>C1COCC1.CN1CCCC1=O>[CH2:1]([O:8][C:9]1[CH:10]=[CH:11][C:12]([S:15]([N:18]2[CH2:23][CH:22]([O:24][CH3:31])[CH2:21][CH2:20][CH:19]2[C:25]([OH:27])=[O:26])(=[O:16])=[O:17])=[CH:13][CH:14]=1)[C:2]1[CH:3]=[CH:4][CH:5]=[CH:6][CH:7]=1 |f:1.2,5.6|. Procedure: A mixture of 1-(4-benzyloxy-benzenesulfonyl)-5-hydroxy-piperidine-2-carboxylic acid (0.10 g, 0.26 mmol) and 1:1 THF-N-methylpyrrolidin-2-one (1 mL) was treated with NaH (0.031 g, 0.78 mmol, 60% dispersion in mineral oil). After stirring for 10 min, the mixture was warmed to room temperature, stirred for 20 min and treated with iodomethane (0.016 mL, 0.26 mmol). After stirring fro 3 h, the mixture was treated with an additional 0.010 g of NaH and 0.015 mL of iodomethane. The resulting mixture was...